The task is: describe an organic reaction: reactants, conditions, products, and yield. This data is from the Open Reaction Database (ORD), a public repository of structured organic reaction records. Reactants: CO, CC(C)(C)c1nnc(S)n(N)c1=O, [Na+], [OH-], O=S(=O)(O)O. Yields the product CSc1nnc(C(C)(C)C)c(=O)n1N. Reaction SMILES: [CH3:14][OH:15].[NH2:1][n:2]1[c:3]([SH:13])[n:4][n:5][c:6]([C:9]([CH3:10])([CH3:11])[CH3:12])[c:7]1=[O:8].[Na+:17].[OH-:16].[S:18](=[O:19])(=[O:20])([OH:21])[OH:22]>>[NH2:1][n:2]1[c:3]([S:13][CH3:14])[n:4][n:5][c:6]([C:9]([CH3:10])([CH3:11])[CH3:12])[c:7]1=[O:8].